Dataset: the Open Reaction Database (ORD), a public repository of structured organic reaction records. Task: describe an organic reaction: reactants, conditions, products, and yield Reactants: C(C)OC[C@H]1N(C(OC1)=O)C1=CC(=C(C=C1)C(=O)N1CCNCC1)F ((R)-4-ethoxymethyl-3-[3-fluoro-4-(piperazine-1-carbonyl)phenyl]oxazolidin-2-one), ClC1=NC(=C(C=C1Cl)Cl)Cl (2,3,5,6-tetrachloropyridine). Product: C(C)OC[C@H]1N(C(OC1)=O)C1=CC(=C(C=C1)C(=O)N1CCN(CC1)C1=NC(=C(C=C1Cl)Cl)Cl)F ((R)-4-ethoxymethyl-3-{3-fluoro-4-[4-(3,5,6-trichloropyridin-2-yl)piperazine-1-carbonyl]phenyl}oxazolidin-2-one). The yield is 84.5%. As a reaction SMILES: [CH2:1]([O:3][CH2:4][C@@H:5]1[CH2:9][O:8][C:7](=[O:10])[N:6]1[C:11]1[CH:16]=[CH:15][C:14]([C:17]([N:19]2[CH2:24][CH2:23][NH:22][CH2:21][CH2:20]2)=[O:18])=[C:13]([F:25])[CH:12]=1)[CH3:2].[Cl:26][C:27]1[C:32]([Cl:33])=[CH:31][C:30]([Cl:34])=[C:29](Cl)[N:28]=1>>[CH2:1]([O:3][CH2:4][C@@H:5]1[CH2:9][O:8][C:7](=[O:10])[N:6]1[C:11]1[CH:16]=[CH:15][C:14]([C:17]([N:19]2[CH2:24][CH2:23][N:22]([C:29]3[C:30]([Cl:34])=[CH:31][C:32]([Cl:33])=[C:27]([Cl:26])[N:28]=3)[CH2:21][CH2:20]2)=[O:18])=[C:13]([F:25])[CH:12]=1)[CH3:2]. Reported procedure: By reaction and treatment in the same manner as in Example 147 and using (R)-4-ethoxymethyl-3-[3-fluoro-4-(piperazine-1-carbonyl)phenyl]oxazolidin-2-one (387 mg) described in Preparation Example 160 and 2,3,5,6-tetrachloropyridine (358 mg), the title compound (495 mg) was obtained. Procedure: To a solution of 1.0 g (0.0034 mol) of 3-(α,α,α-trifluoro-m-tolyl)-4-isothiazolecarbonyl chloride and 20 cc of THF was added 0.45 g (2.1 equivalents) of isopropylamine. The reaction mixture was heated on a steam bath for 20 minutes. The isopropylamine hydrochloride was filtered off and the filtrate was concentrated to a solid. The solid was washed with H2O, dissolved in THF, dried (CaSO4), and concentrated under vacuum to give 0.94 g of solid. The solid was recrystallized from EtOAc/hexane to gi... Run in C1CCOC1 (THF). Starting materials: FC(C1=CC(=CC=C1)C1=NSC=C1C(=O)Cl)(F)F (3-(α,α,α-trifluoro-m-tolyl)-4-isothiazolecarbonyl chloride), C(C)(C)N (isopropylamine). Product: C(C)(C)NC(=O)C=1C(=NSC1)C=1C=C(C=CC1)C(F)(F)F (3-(α,α,α-Trifluoro-m-Tolyl)-4-Isothiazolecarboxylic Acid, Isopropyl Amide). As a reaction SMILES: [F:1][C:2]([F:18])([F:17])[C:3]1[CH:8]=[CH:7][CH:6]=[C:5]([C:9]2[C:13]([C:14](Cl)=[O:15])=[CH:12][S:11][N:10]=2)[CH:4]=1.[CH:19]([NH2:22])([CH3:21])[CH3:20]>C1COCC1>[CH:19]([NH:22][C:14]([C:13]1[C:9]([C:5]2[CH:4]=[C:3]([C:2]([F:18])([F:17])[F:1])[CH:8]=[CH:7][CH:6]=2)=[N:10][S:11][CH:12]=1)=[O:15])([CH3:21])[CH3:20]. Yield: 88.0%. Procedure details: Similarly to Examples A5 to A6, and using ammonia as basic reagent in Example A5, methyl 2-tert-butylsulfamoyl-4-carbamoylbenzoate was prepared first. At room temperature, 3.0 g (0.01 mol) of this compound were subsequently added to a solution of 45 g (1.0 mol) of dimethylamine in 60 ml of methanol, and the reaction mixture was left standing at room temperature for 7 h. The mixture was concentrated and the desired product was isolated by silica gel column chromatography (mobile phase: ethyl acet... Reaction conditions: time 7 hour. RXN SMILES: N.[C:2]([NH:6][S:7]([C:10]1[CH:19]=[C:18]([C:20](=[O:22])[NH2:21])[CH:17]=[CH:16][C:11]=1[C:12]([O:14]C)=O)(=[O:9])=[O:8])([CH3:5])([CH3:4])[CH3:3].[CH3:23][NH:24][CH3:25]>CO>[CH3:23][N:24]([CH3:25])[C:12](=[O:14])[C:11]1[CH:16]=[CH:17][C:18]([C:20](=[O:22])[NH2:21])=[CH:19][C:10]=1[S:7](=[O:8])(=[O:9])[NH:6][C:2]([CH3:3])([CH3:4])[CH3:5]. Reactants: compound, CNC (dimethylamine), A6, N (ammonia), C(C)(C)(C)NS(=O)(=O)C1=C(C(=O)OC)C=CC(=C1)C(N)=O (methyl 2-tert-butylsulfamoyl-4-carbamoylbenzoate). The solvent is CO (methanol). Yields the product CN(C(C1=C(C=C(C=C1)C(N)=O)S(NC(C)(C)C)(=O)=O)=O)C (N,N-dimethyl-2-tert-butylsulfamoyl-4-carbamoylbenzamide). Reactants: NCCNCCC[Si](OC)(OC)C (N-(2-aminoethyl)-3-aminopropylmethyldimethoxysilane), [SiH4] (Silan), [OH-].[K+] (potassium hydroxide). The solvent is O (water). The product is NCCNCCC[SiH]([O-])C.[K+] (potassium N-(2-aminoethyl)-3-aminopropylmethylsilanolate). Yield: 40.0%. Reaction SMILES: [NH2:1][CH2:2][CH2:3][NH:4][CH2:5][CH2:6][CH2:7][Si:8]([CH3:13])(OC)[O:9]C.[SiH4].[OH-].[K+:16]>O>[NH2:1][CH2:2][CH2:3][NH:4][CH2:5][CH2:6][CH2:7][SiH:8]([CH3:13])[O-:9].[K+:16] |f:2.3,5.6|. Procedure details: About 103 g of N-(2-aminoethyl)-3-aminopropylmethyldimethoxysilane (commercially available under the name "Silan GF 95" from Wacker-Chemie GmbH, Munich) are metered into a solution containing 63.7 g of potassium hydroxide (88 percent in water) in 200 g of water, with vigorous stirring. First methanol and then about 70 g of water are distilled off from the mixture, by heating. The mixture is then made up to a total weight of 317 g by addition of water. A 40 percent potassium N-(2-aminoethyl)-3-am... The product is CCC1c2ccccc2-c2cc(-c3cccc(O)c3)ccc2N1S(=O)(=O)c1ccc(O)cc1. Reactants: BrB(Br)Br, CCC1c2ccccc2-c2cc(-c3cccc(OC)c3)ccc2N1S(=O)(=O)c1ccc(O)cc1, C1=CCCCC1, ClCCl. RXN SMILES: [B:41]([Br:42])([Br:43])[Br:44].[CH2:1]([CH3:2])[CH:3]1[N:4]([S:25](=[O:26])(=[O:27])[c:28]2[cH:29][cH:30][c:31]([OH:34])[cH:32][cH:33]2)[c:5]2[cH:6][cH:7][c:8](-[c:17]3[cH:18][c:19]([O:23][CH3:24])[cH:20][cH:21][cH:22]3)[cH:9][c:10]2-[c:11]2[cH:12][cH:13][cH:14][cH:15][c:16]21.[CH2:35]1[CH2:36][CH:37]=[CH:38][CH2:39][CH2:40]1.[Cl:45][CH2:46][Cl:47]>>[CH2:1]([CH3:2])[CH:3]1[N:4]([S:25](=[O:26])(=[O:27])[c:28]2[cH:29][cH:30][c:31]([OH:34])[cH:32][cH:33]2)[c:5]2[cH:6][cH:7][c:8](-[c:17]3[cH:18][c:19]([OH:23])[cH:20][cH:21][cH:22]3)[cH:9][c:10]2-[c:11]2[cH:12][cH:13][cH:14][cH:15][c:16]21. Starting materials: CC(C)=O, ClCCl, CCOC(=O)c1cc2c(cnn2C2CCCCO2)cc1Oc1ccc([N+](=O)[O-])cc1F, O=C(O)C(F)(F)F. The product is CCOC(=O)c1cc2[nH]ncc2cc1Oc1ccc([N+](=O)[O-])cc1F. Reaction SMILES: [CH3:39][C:40](=[O:41])[CH3:42].[Cl:43][CH2:44][Cl:45].[F:1][c:2]1[c:3]([O:4][c:5]2[cH:6][c:7]3[cH:8][n:9][n:10]([CH:19]4[CH2:20][CH2:21][CH2:22][CH2:23][O:24]4)[c:11]3[cH:12][c:13]2[C:14](=[O:15])[O:16][CH2:17][CH3:18])[cH:25][cH:26][c:27]([N+:29](=[O:30])[O-:31])[cH:28]1.[OH:32][C:33]([C:34]([F:35])([F:36])[F:37])=[O:38]>>[F:1][c:2]1[c:3]([O:4][c:5]2[cH:6][c:7]3[cH:8][n:9][nH:10][c:11]3[cH:12][c:13]2[C:14](=[O:15])[O:16][CH2:17][CH3:18])[cH:25][cH:26][c:27]([N+:29](=[O:30])[O-:31])[cH:28]1. The reactants are BrCc1ccccc1Br, C1CNCCN1, CC(C)(C)[O-], CN1C(=O)CN=C(Cl)c2cc(Cl)ccc21, [K+], C1CCOC1. Yields the product CN1C(=O)C(Cc2ccccc2Br)N=C(Cl)c2cc(Cl)ccc21. Reaction SMILES: [Br:22][c:23]1[c:24]([CH2:25][Br:26])[cH:27][cH:28][cH:29][cH:30]1.[CH2:31]1[NH:32][CH2:33][CH2:34][NH:35][CH2:36]1.[CH3:16][C:17]([CH3:18])([O-:19])[CH3:20].[Cl:1][C:2]1=[N:8][CH2:7][C:6](=[O:9])[N:5]([CH3:10])[c:4]2[c:3]1[cH:14][c:13]([Cl:15])[cH:12][cH:11]2.[K+:21].[O:37]1[CH2:38][CH2:39][CH2:40][CH2:41]1>>[Cl:1][C:2]1=[N:8][CH:7]([CH2:25][c:24]2[c:23]([Br:22])[cH:30][cH:29][cH:28][cH:27]2)[C:6](=[O:9])[N:5]([CH3:10])[c:4]2[c:3]1[cH:14][c:13]([Cl:15])[cH:12][cH:11]2. Reactants: O=C(CSC=1C=C(C=CC1)CC(=O)O)C ([3-(2-oxo-propylsulfanyl)-phenyl]-acetic acid), Cl.COC=1C=C(C=CC1)NN (3-methoxyphenylhydrazine hydrochloride). Product: COC1=C2C(=C(NC2=CC=C1)C)SC=1C=C(C=CC1)CC(=O)O ([3-(4-Methoxy-2-methyl-1H-indol-3-ylsulfanyl)-phenyl]-acetic acid). RXN SMILES: O=[C:2]([CH3:15])[CH2:3][S:4][C:5]1[CH:6]=[C:7]([CH2:11][C:12]([OH:14])=[O:13])[CH:8]=[CH:9][CH:10]=1.Cl.[CH3:17][O:18][C:19]1[CH:20]=[C:21]([NH:25]N)[CH:22]=[CH:23][CH:24]=1>>[CH3:17][O:18][C:19]1[CH:24]=[CH:23][CH:22]=[C:21]2[C:20]=1[C:3]([S:4][C:5]1[CH:6]=[C:7]([CH2:11][C:12]([OH:14])=[O:13])[CH:8]=[CH:9][CH:10]=1)=[C:2]([CH3:15])[NH:25]2 |f:1.2|. Procedure: Prepared according to the procedure described in Example 2, Step 1, using the following starting materials: [3-(2-oxo-propylsulfanyl)-phenyl]-acetic acid and 3-methoxyphenylhydrazine hydrochloride.